From a dataset of the Open Reaction Database (ORD), a public repository of structured organic reaction records. describe an organic reaction: reactants, conditions, products, and yield Starting materials: COC(=O)C12CC3(CC(CC(C1)C3)C2)NC(=O)C2=NC=CC=C2 (3-[(pyridine-2-carbonyl)-amino]-adamantane-1-carboxylic acid methyl ester), O1CCCC1 (tetrahydrofuran), O.[OH-].[Li+] (lithium hydroxide monohydrate). The solvent is O (water). Conditions: time 25 hour. Yields the product N1=C(C=CC=C1)C(=O)NC12CC3(CC(CC(C1)C3)C2)C(=O)O (3-[(Pyridine-2-carbonyl)-amino]adamantane-1-carboxylic acid). The yield is 93.3%. RXN SMILES: C[O:2][C:3]([C:5]12[CH2:14][CH:9]3[CH2:10][CH:11]([CH2:13][C:7]([NH:15][C:16]([C:18]4[CH:23]=[CH:22][CH:21]=[CH:20][N:19]=4)=[O:17])([CH2:8]3)[CH2:6]1)[CH2:12]2)=[O:4].O1CCCC1.O.[OH-].[Li+]>O>[N:19]1[CH:20]=[CH:21][CH:22]=[CH:23][C:18]=1[C:16]([NH:15][C:7]12[CH2:13][CH:11]3[CH2:10][CH:9]([CH2:14][C:5]([C:3]([OH:4])=[O:2])([CH2:12]3)[CH2:6]1)[CH2:8]2)=[O:17] |f:2.3.4|. Procedure: To a round bottom flask was added 3-[(pyridine-2-carbonyl)-amino]-adamantane-1-carboxylic acid methyl ester (24.8 g, 78.9 mmol), tetrahydrofuran (250 mL), water (250 mL) and lithium hydroxide monohydrate (14.9 g, 355 mmol) and the mixture was stirred vigorously at room temperature for 25 hours. The crude mixture was concentrated under reduced pressure to remove most of the tetrahydrofuran, then the aqueous solution was diluted with water (200 mL) and the pH was adjusted to about 3-4 by adding so...